Dataset: the Open Reaction Database (ORD), a public repository of structured organic reaction records. Task: describe an organic reaction: reactants, conditions, products, and yield Reactants: [H-].[Na+] (sodium hydride), Cl.C(C=CC)ON (2-butenyloxyamine hydrochloride), Cl (hydrochloric acid), C(C)(=O)C1C(CC(CC1=O)CCSC1=CC=C(C=C1)C(F)(F)F)=O (2-acetyl-5-[2-(4-trifluoromethylphenylthio)ethyl]cyclohexane-1,3-dione). The solvent is CN(C=O)C (dimethylformamide), O (water). Reaction conditions: time 30 minute. The product is C(C=CC)ONC(C)=C1C(CC(CC1=O)CCSC1=CC=C(C=C1)C(F)(F)F)=O (2-[1-(2-butenyloxyamino)ethylidene]5-[2-(4-trifluoromethylphenylthio)ethyl]cyclohexane-1,3-dione). Yield: 87.8%. Reaction SMILES: [H-].[Na+].Cl.[CH2:4]([O:8][NH2:9])[CH:5]=[CH:6][CH3:7].[C:10]([CH:13]1[C:18](=[O:19])[CH2:17][CH:16]([CH2:20][CH2:21][S:22][C:23]2[CH:28]=[CH:27][C:26]([C:29]([F:32])([F:31])[F:30])=[CH:25][CH:24]=2)[CH2:15][C:14]1=[O:33])(=O)[CH3:11].Cl>CN(C)C=O.O>[CH2:4]([O:8][NH:9][C:10](=[C:13]1[C:18](=[O:19])[CH2:17][CH:16]([CH2:20][CH2:21][S:22][C:23]2[CH:24]=[CH:25][C:26]([C:29]([F:30])([F:32])[F:31])=[CH:27][CH:28]=2)[CH2:15][C:14]1=[O:33])[CH3:11])[CH:5]=[CH:6][CH3:7] |f:0.1,2.3|. Procedure: To the suspension of 0.3 g of sodium hydride (60% oil dispersion) in 10 ml of dimethylformamide, 0.09 g of 2-butenyloxyamine hydrochloride was added under cooling with ice-water bath and then stirred. After 30 minutes, 0.21 g of 2-acetyl-5-[2-(4-trifluoromethylphenylthio)ethyl]cyclohexane-1,3-dione was added to the resulting solution which was then stirred for 7 hours under cooling with ice-water bath. The reaction solution was poured into water, acidified with dilute hydrochloric acid and extra... Starting materials: C(#N)C[C@@H]1C[C@@H](OC(O1)(C)C)CC(=O)N(CC1=CC=CC=C1)CC1=CC=CC=C1 ((4R-cis)-6-(cyanomethyl)-2,2-dimethyl-N,N-bis(phenylmethyl)-1,3-dioxane-4-acetamide), N (ammonia), [H][H] (hydrogen), [H][H] (hydrogen). The reagents and catalysts are [Ni] (Raney nickel). The solvent is CO (methanol). Reaction conditions: temperature 20 celsius, time 3 hour. Yields the product NCC[C@@H]1C[C@@H](OC(O1)(C)C)CC(=O)N(CC1=CC=CC=C1)CC1=CC=CC=C1 ((4R-cis)-6-(2-aminoethyl)-2,2-dimethyl-N,N-bis(phenylmethyl)-1,3-dioxane-4-acetamide). The yield is 94.8%. Reaction SMILES: [C:1]([CH2:3][C@H:4]1[O:9][C:8]([CH3:11])([CH3:10])[O:7][C@@H:6]([CH2:12][C:13]([N:15]([CH2:23][C:24]2[CH:29]=[CH:28][CH:27]=[CH:26][CH:25]=2)[CH2:16][C:17]2[CH:22]=[CH:21][CH:20]=[CH:19][CH:18]=2)=[O:14])[CH2:5]1)#[N:2].N.[H][H]>CO.[Ni]>[NH2:2][CH2:1][CH2:3][C@H:4]1[O:9][C:8]([CH3:11])([CH3:10])[O:7][C@@H:6]([CH2:12][C:13]([N:15]([CH2:16][C:17]2[CH:22]=[CH:21][CH:20]=[CH:19][CH:18]=2)[CH2:23][C:24]2[CH:29]=[CH:28][CH:27]=[CH:26][CH:25]=2)=[O:14])[CH2:5]1. Reported procedure: A solution of (4R-cis)-6-(cyanomethyl)-2,2-dimethyl-N,N-bis(phenylmethyl)-1,3-dioxane-4-acetamide (10.0 g, 0.025 mol) in methanol (150 mL) containing anhydrous ammonia (2.25 g) is reacted with hydrogen gas in a Parr shaker at 30° C. in a presence of a slurry of Raney nickel A-7000 (3.7 g). After 3 hours, uptake of hydrogen has ceased, the mixture is cooled to 20° C., the atmosphere is vented and exchanged for nitrogen, the slurry is filtered through celite, and concentrated at reduced pressure t... Reactants: F[B-](F)(F)F, O=C(O)c1ccc(C(=O)N2CC=CC2)c(Br)c1, ClBr, CCO, CCN(C(C)C)C(C)C, CCOCC(N)c1nc2cc(Cl)ccc2[nH]1, ClCCl, C1CCOC1, CN(C)C(On1nnc2ccccc21)=[N+](C)C. The product is CCOCC(NC(=O)c1ccc(C(=O)N2CC=CC2)c(Br)c1)c1nc2cc(Cl)ccc2[nH]1. As a reaction SMILES: [B-:18]([F:19])([F:20])([F:21])[F:22].[Br:1][c:2]1[cH:3][c:4]([C:5](=[O:6])[OH:7])[cH:8][cH:9][c:10]1[C:11](=[O:12])[N:13]1[CH2:14][CH:15]=[CH:16][CH2:17]1.[Br:65][Cl:66].[CH2:72]([OH:73])[CH3:74].[CH:40]([N:41]([CH:42]([CH3:43])[CH3:44])[CH2:45][CH3:46])([CH3:47])[CH3:48].[Cl:49][c:50]1[cH:51][c:52]2[c:53]([nH:54][c:55]([CH:57]([CH2:58][O:59][CH2:60][CH3:61])[NH2:62])[n:56]2)[cH:63][cH:64]1.[Cl:75][CH2:76][Cl:77].[O:67]1[CH2:68][CH2:69][CH2:70][CH2:71]1.[n:23]1([O:24][C:25]([N:26]([CH3:27])[CH3:28])=[N+:29]([CH3:30])[CH3:31])[c:32]2[cH:33][cH:34][cH:35][cH:36][c:37]2[n:38][n:39]1>>[Br:1][c:2]1[cH:3][c:4]([C:5](=[O:7])[NH:62][CH:57]([c:55]2[nH:54][c:53]3[c:52]([cH:51][c:50]([Cl:49])[cH:64][cH:63]3)[n:56]2)[CH2:58][O:59][CH2:60][CH3:61])[cH:8][cH:9][c:10]1[C:11](=[O:12])[N:13]1[CH2:14][CH:15]=[CH:16][CH2:17]1. Starting materials: [Li]CCCC, O=Cn1ccnc1, O=C(OC(=O)C(F)(F)F)C(F)(F)F, [K+], O=[N+]([O-])[O-], C1CCOC1. Yields the product O=Cn1ccnc1[N+](=O)[O-]. Reaction SMILES: [CH2:8]([Li:9])[CH2:10][CH2:11][CH3:12].[CH:1](=[O:2])[n:3]1[cH:4][n:5][cH:6][cH:7]1.[F:23][C:24]([F:25])([F:26])[C:27]([O:28][C:29](=[O:30])[C:31]([F:32])([F:33])[F:34])=[O:35].[K+:13].[O-:14][N+:15]([O-:16])=[O:17].[O:18]1[CH2:19][CH2:20][CH2:21][CH2:22]1>>[CH:1](=[O:2])[n:3]1[c:4]([N+:15](=[O:14])[O-:16])[n:5][cH:6][cH:7]1. Reactants: CN(C1=CC=C(C=C1)[N+](=O)[O-])C1CN(CC1)C (methyl-(1-methyl-pyrrolidin-3-yl)-(4-nitro-phenyl)-amine). Reagents/catalysts: [Pd] (Pd/C). Run in C(C)O (ethanol). Product: CN(C1=CC=C(C=C1)N)C1CN(CC1)C (N-methyl-N-(1-methyl-pyrrolidin-3-yl)-benzene-1,4-diamine). The yield is 93.0%. RXN SMILES: [CH3:1][N:2]([CH:12]1[CH2:16][CH2:15][N:14]([CH3:17])[CH2:13]1)[C:3]1[CH:8]=[CH:7][C:6]([N+:9]([O-])=O)=[CH:5][CH:4]=1>C(O)C.[Pd]>[CH3:1][N:2]([CH:12]1[CH2:16][CH2:15][N:14]([CH3:17])[CH2:13]1)[C:3]1[CH:8]=[CH:7][C:6]([NH2:9])=[CH:5][CH:4]=1. Procedure details: A solution of methyl-(1-methyl-pyrrolidin-3-yl)-(4-nitro-phenyl)-amine (0.25 g, 1.1 mmol) in ethanol (20 mL) is hydrogenated overnight at atmospheric pressure over 10% Pd/C. The mixture is filtered through a pad of diatomaceous earth and concentrated under reduced pressure to give N-methyl-N-(1-methyl-pyrrolidin-3-yl)-benzene-1,4-diamine as a dark oil (0.21 g, 95%). The reactants are ClC1=CC=C(C=C1)C#CCCCC1(C(NC(S1)=O)=O)S(=O)(=O)C1=CC=C(C=C1)OC (5-[5-(4-Chlorophenyl)pent-4-ynyl]-5-(4-methoxyphenylsulfonyl)-thiazolidine-2,4-dione), BrCCCBr (1,3-dibromopropane), C([O-])([O-])=O.[K+].[K+] (potassium carbonate). Run in CN(C)C=O (DMF). Product: ClC1=CC=C(C=C1)C#CCCCC1(C(N(C(S1)=O)CCCBr)=O)S(=O)(=O)C1=CC=C(C=C1)OC (5-[5-(4-chlorophenyl)pent-4-ynyl]-3-(3-bromopropyl)-5-(4-methoxybenzenesulfonyl)thiazolidine-2,4-dione). Reaction SMILES: [Cl:1][C:2]1[CH:7]=[CH:6][C:5]([C:8]#[C:9][CH2:10][CH2:11][CH2:12][C:13]2([S:20]([C:23]3[CH:28]=[CH:27][C:26]([O:29][CH3:30])=[CH:25][CH:24]=3)(=[O:22])=[O:21])[S:17][C:16](=[O:18])[NH:15][C:14]2=[O:19])=[CH:4][CH:3]=1.[Br:31][CH2:32][CH2:33][CH2:34]Br.C(=O)([O-])[O-].[K+].[K+]>CN(C=O)C>[Cl:1][C:2]1[CH:7]=[CH:6][C:5]([C:8]#[C:9][CH2:10][CH2:11][CH2:12][C:13]2([S:20]([C:23]3[CH:24]=[CH:25][C:26]([O:29][CH3:30])=[CH:27][CH:28]=3)(=[O:22])=[O:21])[S:17][C:16](=[O:18])[N:15]([CH2:34][CH2:33][CH2:32][Br:31])[C:14]2=[O:19])=[CH:4][CH:3]=1 |f:2.3.4|. Procedure details: The compound of Example 97 is reacted with 1,3-dibromopropane and potassium carbonate in DMF to give 5-[5-(4-chlorophenyl)pent-4-ynyl]-3-(3-bromopropyl)-5-(4-methoxybenzenesulfonyl)thiazolidine-2,4-dione, and this is reacted with imidazole, sodium salt in DMF, and in the presence of a catalytic amount of potassium iodide to give the title compound as a light tan solid, mp 111-113° C. Reactants: CCN=C=NCCCN(C)C, Cl, Cl, Cl, O=C(Oc1cccnc1)N1CCCCC1, NC(=O)c1ccc(OCC(=O)O)cc1, [Na+], CN(C)C=O, On1nnc2ccccc21, O=C([O-])O. Yields the product NC(=O)c1ccc(OCC(=O)C2CCN(C(=O)Oc3cccnc3)CC2)cc1. As a reaction SMILES: [CH3:2][N:3]([CH3:4])[CH2:5][CH2:6][CH2:7][N:8]=[C:9]=[N:10][CH2:11][CH3:12].[ClH:1].[ClH:37].[ClH:38].[N:39]1([C:45](=[O:46])[O:47][c:48]2[cH:49][n:50][cH:51][cH:52][cH:53]2)[CH2:40][CH2:41][CH2:42][CH2:43][CH2:44]1.[NH2:23][C:24](=[O:25])[c:26]1[cH:27][cH:28][c:29]([O:30][CH2:31][C:32](=[O:33])[OH:34])[cH:35][cH:36]1.[Na+:54].[O:59]=[CH:60][N:61]([CH3:62])[CH3:63].[OH:13][n:14]1[c:15]2[cH:16][cH:17][cH:18][cH:19][c:20]2[n:21][n:22]1.[OH:55][C:56](=[O:57])[O-:58]>>[NH2:23][C:24](=[O:25])[c:26]1[cH:27][cH:28][c:29]([O:30][CH2:31][C:32](=[O:34])[CH:42]2[CH2:41][CH2:40][N:39]([C:45](=[O:46])[O:47][c:48]3[cH:49][n:50][cH:51][cH:52][cH:53]3)[CH2:44][CH2:43]2)[cH:35][cH:36]1.